describe an organic reaction: reactants, conditions, products, and yield From a dataset of the Open Reaction Database (ORD), a public repository of structured organic reaction records. Reactants: S(O)(O)(=O)=O (sulfuric acid), C([O-])(O)=O.[Na+] (sodium bicarbonate), [C-]#N.[Na+] (sodium cyanide), BrCC1=CC(=C(CC=2C=C(C(NN2)=O)C(C)C)C(=C1)Cl)Cl (6-(4-Bromomethyl-2,6-dichloro-benzyl)-4-isopropyl-pyridazin-3-one). Run in O (water), CS(=O)C (dimethyl sulfoxide), CS(=O)C (dimethyl sulfoxide). Run at time 30 minute. Product: ClC=1C=C(C=C(C1CC1=NNC(C(=C1)C(C)C)=O)Cl)CC#N ([3,5-Dichloro-4-(5-isopropyl-6-oxo-1,6-dihydro-pyridazin-3-ylmethyl)-phenyl]-acetonitrile). RXN SMILES: [C-:1]#[N:2].[Na+].S(=O)(=O)(O)O.Br[CH2:10][C:11]1[CH:27]=[C:26]([Cl:28])[C:14]([CH2:15][C:16]2[CH:17]=[C:18]([CH:23]([CH3:25])[CH3:24])[C:19](=[O:22])[NH:20][N:21]=2)=[C:13]([Cl:29])[CH:12]=1.C(=O)(O)[O-].[Na+]>CS(C)=O.O>[Cl:29][C:13]1[CH:12]=[C:11]([CH2:10][C:1]#[N:2])[CH:27]=[C:26]([Cl:28])[C:14]=1[CH2:15][C:16]1[CH:17]=[C:18]([CH:23]([CH3:25])[CH3:24])[C:19](=[O:22])[NH:20][N:21]=1 |f:0.1,4.5|. Reported procedure: A suspension of sodium cyanide (270 mg, 5.51 mmol) in dimethyl sulfoxide (2 mL) at room temperature was treated with concentrated sulfuric acid (0.1 mL, 1.88 mmol) and a solution of 6-(4-bromomethyl-2,6-dichloro-benzyl)-4-isopropyl-pyridazin-3-one (54) (70 mg, 0.180 mmol) in dimethyl sulfoxide (2 mL). The reaction mixture was stirred at room temperature for 30 min and then at 50° C. for 1 h. The reaction was cooled to room temperature, poured into a saturated aqueous sodium bicarbonate solution ... Reactants: C1(CCCC1)N(C(NC=1SC(=CN1)SCC(=O)O)=O)[C@@H]1CC[C@H](CC1)CC ({2-[3-cyclopentyl-3-(trans-4-ethyl-cyclohexyl)-ureido]-thiazol-5-ylsulfanyl}-acetic acid), C(C)(C)(C)C1CCC(CC1)NC1CCCCC1 ((4-tert-butyl-cyclohexyl)-cyclohexyl-amine), C(C)OC(CSC1=CN=C(S1)N)=O ((2-amino-thiazol-5-ylsulfanyl)-acetic acid ethyl ester). Yields the product C(C)(C)(C)[C@@H]1CC[C@H](CC1)N(C(NC=1SC(=CN1)SCC(=O)O)=O)C1CCCCC1 ({2-[3-(trans-4-tert-Butyl-cyclohexyl)-3-cyclohexyl-ureido]-thiazol-5-ylsulfanyl}-acetic acid). Reaction SMILES: C1(N([C@H]2CC[C@H](CC)CC2)[C:7](=[O:19])[NH:8][C:9]2[S:10][C:11]([S:14][CH2:15][C:16]([OH:18])=[O:17])=[CH:12][N:13]=2)CCCC1.[C:28]([CH:32]1[CH2:37][CH2:36][CH:35]([NH:38][CH:39]2[CH2:44][CH2:43][CH2:42][CH2:41][CH2:40]2)[CH2:34][CH2:33]1)([CH3:31])([CH3:30])[CH3:29].C(OC(=O)CSC1SC(N)=NC=1)C>>[C:28]([C@H:32]1[CH2:37][CH2:36][C@H:35]([N:38]([CH:39]2[CH2:44][CH2:43][CH2:42][CH2:41][CH2:40]2)[C:7](=[O:19])[NH:8][C:9]2[S:10][C:11]([S:14][CH2:15][C:16]([OH:18])=[O:17])=[CH:12][N:13]=2)[CH2:34][CH2:33]1)([CH3:31])([CH3:29])[CH3:30]. Procedure details: Prepared in a similar manner to {2-[3-cyclopentyl-3-(trans-4-ethyl-cyclohexyl)-ureido]-thiazol-5-ylsulfanyl}-acetic acid via (4-tert-butyl-cyclohexyl)-cyclohexyl-amine and (2-amino-thiazol-5-ylsulfanyl)-acetic acid ethyl ester to give the title compound. As a reaction SMILES: [Cl:1][C:2]1[C:10]([N+:11]([O-:13])=[O:12])=[C:9]([Cl:14])[C:8]([N+:15]([O-:17])=[O:16])=[CH:7][C:3]=1[C:4](O)=[O:5].P(Cl)(Cl)(Cl)(Cl)[Cl:19]>>[Cl:1][C:2]1[C:10]([N+:11]([O-:13])=[O:12])=[C:9]([Cl:14])[C:8]([N+:15]([O-:17])=[O:16])=[CH:7][C:3]=1[C:4]([Cl:19])=[O:5]. The product is ClC1=C(C(=O)Cl)C=C(C(=C1[N+](=O)[O-])Cl)[N+](=O)[O-] (2,4-Dichloro-3,5-dinitrobenzoyl chloride). Procedure: A mixture of 75.0 g. (0.2669 mole) of 2,4-dichloro-3,5-dinitrobenzoic acid and 55.59 g. (0.2669 mole) of phosphorus pentachloride is heated at reflux for 90 minutes and cooled to room temperature. The phosphorus oxychloride is distilled off in vacuo. The residue is recrystallized from cyclohexane to yield 75.9 gm. (95%) of yellow needles melting at 99°-101°. Reactants: ClC1=C(C(=O)O)C=C(C(=C1[N+](=O)[O-])Cl)[N+](=O)[O-] (2,4-dichloro-3,5-dinitrobenzoic acid), P(Cl)(Cl)(Cl)(Cl)Cl (phosphorus pentachloride), yellow needles. Reactants: CC=1C(=C(C=CC1C#N)S)C#N (3-methyl-2,4-dicyanothiophenol), [OH-].[Na+] (NaOH), S(=O)(=O)(OC)OC (dimethyl sulfate). Solvent: O (water). Reaction conditions: temperature 25 celsius, time 16 hour. Product: CC=1C(=C(C=CC1C#N)SC)C#N (3-Methyl-2,4-dicyanothioanisole). As a reaction SMILES: [CH3:1][C:2]1[C:3]([C:11]#[N:12])=[C:4]([SH:10])[CH:5]=[CH:6][C:7]=1[C:8]#[N:9].[OH-].[Na+].S(OC)(O[CH3:19])(=O)=O>O>[CH3:1][C:2]1[C:3]([C:11]#[N:12])=[C:4]([S:10][CH3:19])[CH:5]=[CH:6][C:7]=1[C:8]#[N:9] |f:1.2|. Procedure: 50 g (0.29 mol) of 3-methyl-2,4-dicyanothiophenol were added to a solution of 23 g (0.58 mol) of NaOH in 400 ml of water, and 73 g (0.58 mol) of dimethyl sulfate were then added dropwise at 25-35° C. The mixture was stirred at 25° C. for 16 h, after which a solid had precipitated out, which was filtered off with suction, washed twice with water and then recrystallized from glacial acetic acid/water. Yield: 43 g (80%). Starting materials: FC(C(F)(F)F)(OC1=CC=C(C=C1)N1N=C(N=C1)C1=CC=C(C=C1)CO)F ((4-(1-(4-(perfluoroethoxy)phenyl)-1H-1,2,4-triazol-3-yl)phenyl)methanol), C1(=CC=CC=C1)P(=O)(C1=CC=CC=C1)N=[N+]=[N-] (diphenylphosphoryl azide), N1(CCCCCC=NCCC1)C1CCCCCCCCCC1 (1,8-diazabicycloundec-7-ene). Solvent: O (water), C(C)(=O)OCC (ethyl acetate), O1CCCC1 (tetrahydrofuran). Conditions: time 6 hour. Product: N(=[N+]=[N-])CC1=CC=C(C=C1)C1=NN(C=N1)C1=CC=C(C=C1)OC(C(F)(F)F)(F)F (3-(4-(azidomethyl)phenyl)-1-(4-(perfluoroethoxy)phenyl)-1H-1,2,4-triazole). Yield: 86.9%. As a reaction SMILES: [F:1][C:2]([F:27])([O:7][C:8]1[CH:13]=[CH:12][C:11]([N:14]2[CH:18]=[N:17][C:16]([C:19]3[CH:24]=[CH:23][C:22]([CH2:25]O)=[CH:21][CH:20]=3)=[N:15]2)=[CH:10][CH:9]=1)[C:3]([F:6])([F:5])[F:4].C1(P([N:42]=[N+:43]=[N-:44])(C2C=CC=CC=2)=O)C=CC=CC=1.N1(C2CCCCCCCCCC2)CCCN=CCCCCC1>O1CCCC1.O.C(OCC)(=O)C>[N:42]([CH2:25][C:22]1[CH:23]=[CH:24][C:19]([C:16]2[N:17]=[CH:18][N:14]([C:11]3[CH:12]=[CH:13][C:8]([O:7][C:2]([F:27])([F:1])[C:3]([F:6])([F:5])[F:4])=[CH:9][CH:10]=3)[N:15]=2)=[CH:20][CH:21]=1)=[N+:43]=[N-:44]. Reported procedure: To (4-(1-(4-(perfluoroethoxy)phenyl)-1H-1,2,4-triazol-3-yl)phenyl)methanol (2.00 g, 5.19 mmol) in tetrahydrofuran (25 mL) was added diphenylphosphoryl azide (1.30 g, 5.71 mmol), followed by dropwise addition of 1,8-diazabicycloundec-7-ene (0.861 mL, 5.71 mmol). The mixture was stirred at room temperature for 6 hours. The mixture was diluted with water and ethyl acetate. The organic phase was separated and rinsed with brine, dried over magnesium sulfate, and concentrated to provide the title comp... The reactants are NC(C(=O)OCC)CCC1=CC=CC=C1 (Ethyl 2-amino-4-phenylbutyrate), C([O-])([O-])=O.[K+].[K+] (potassium carbonate), BrC1C(N(C2=C(CC1)C=CC=C2)CC(=O)OCC)=O (3-bromo-1-ethoxycarbonylmethyl-2,3,4,5-tetrahydro-1H-[1]benzazepin-2-one). The solvent is C(Cl)Cl (methylene chloride). The product is C(C)OC(=O)CN1C(C(CCC2=C1C=CC=C2)NC(CCC2=CC=CC=C2)C(=O)OCC)=O (1-ethoxycarbonylmethyl-3-(1-ethoxycarbonyl-3-phenylpropylamino)-2,3,4,5-tetrahydro-1H[1]benzazepin-2-one). Reaction SMILES: [NH2:1][CH:2]([CH2:8][CH2:9][C:10]1[CH:15]=[CH:14][CH:13]=[CH:12][CH:11]=1)[C:3]([O:5][CH2:6][CH3:7])=[O:4].C(=O)([O-])[O-].[K+].[K+].Br[CH:23]1[CH2:29][CH2:28][C:27]2[CH:30]=[CH:31][CH:32]=[CH:33][C:26]=2[N:25]([CH2:34][C:35]([O:37][CH2:38][CH3:39])=[O:36])[C:24]1=[O:40]>C(Cl)Cl>[CH2:38]([O:37][C:35]([CH2:34][N:25]1[C:26]2[CH:33]=[CH:32][CH:31]=[CH:30][C:27]=2[CH2:28][CH2:29][CH:23]([NH:1][CH:2]([C:3]([O:5][CH2:6][CH3:7])=[O:4])[CH2:8][CH2:9][C:10]2[CH:11]=[CH:12][CH:13]=[CH:14][CH:15]=2)[C:24]1=[O:40])=[O:36])[CH3:39] |f:1.2.3|. Reported procedure: Ethyl 2-amino-4-phenylbutyrate is treated in the presence of potassium carbonate in methylene chloride with 3-bromo-1-ethoxycarbonylmethyl-2,3,4,5-tetrahydro-1H-[1]benzazepin-2-one to give 1-ethoxycarbonylmethyl-3-(1-ethoxycarbonyl-3-phenylpropylamino)-2,3,4,5-tetrahydro-1H[1]benzazepin-2-one of example 10. Isolated yield 0.8%. Procedure: N-[4-(3,4-dichlorophenyl)-3,4-dihydro-1(2H)naphthalenylidene]methanamine (Ketimine) (50 g), toluene (300 ml), Raney Nickel (0.15 g wet basis) and o-dichlorobenzene (25 ml) are charged into a reaction vessel. The mixture is hydrogenated at 5 to 6 kg/cm2 over pressure of hydrogen for 6 to 7 hrs at about 28 to 30° C. The catalyst is removed by filtration and the cake is washed with 50 ml methanol. The cis to trans ratio is 75 to 80/25 to 20. The amount of dehalogenated by product is <0.1%. Sertrali... Solvent: ClC1=C(C=CC=C1)Cl (o-dichlorobenzene). Reagents/catalysts: [Ni] (Raney Nickel). RXN SMILES: [Cl:1][C:2]1[CH:3]=[C:4]([CH:9]2[C:18]3[C:13](=[CH:14][CH:15]=[CH:16][CH:17]=3)[C:12](=[N:19][CH3:20])[CH2:11][CH2:10]2)[CH:5]=[CH:6][C:7]=1[Cl:8].C1(C)C=CC=CC=1.[H][H]>[Ni].ClC1C=CC=CC=1Cl>[CH3:20][NH:19][C@@H:12]1[C:13]2[CH:14]=[CH:15][CH:16]=[CH:17][C:18]=2[C@H:9]([C:4]2[CH:5]=[CH:6][C:7]([Cl:8])=[C:2]([Cl:1])[CH:3]=2)[CH2:10][CH2:11]1. The product is CN[C@H]1CC[C@H](C2=C1C=CC=C2)C=3C=CC(=C(C3)Cl)Cl (Sertraline). Starting materials: ClC=1C=C(C=CC1Cl)C1CCC(C2=CC=CC=C12)=NC (N-[4-(3,4-dichlorophenyl)-3,4-dihydro-1(2H)naphthalenylidene]methanamine), C1(=CC=CC=C1)C (toluene), [H][H] (hydrogen). The reactants are C(C(=O)Cl)(=O)Cl (Oxalyl chloride), COC=1C=C(C=CC1)CC(=O)O (3-methoxyphenylacetic acid). Run in C(Cl)Cl (methylene chloride). Conditions: time 2 hour. Yields the product COC=1C=C(C=CC1)CC(=O)Cl (3-methoxyphenylacetyl chloride). RXN SMILES: [C:1](Cl)(=O)[C:2]([Cl:4])=[O:3].[CH3:7][O:8][C:9]1[CH:10]=[C:11](CC(O)=O)[CH:12]=[CH:13][CH:14]=1>C(Cl)Cl>[CH3:7][O:8][C:9]1[CH:14]=[C:13]([CH2:1][C:2]([Cl:4])=[O:3])[CH:12]=[CH:11][CH:10]=1. Procedure details: Oxalyl chloride (57.1 g) is added to a stirred solution of 3-methoxyphenylacetic acid (49.85 g) in 300 ml of methylene chloride. The reaction mixture is stirred for 11/2 hr at RT, refluxed overnight, and then evaporated in vacuo. The residual product is used in the next step. Starting materials: ClC1=NC(=CC(=C1)C(C)OC1=CC2=C(N=C(S2)N)C=C1)Cl (6-[1-(2,6-Dichloropyridin-4-yl)ethoxy]-1,3-benzothiazol-2-amine), NC=1SC2=C(N1)C=CC(=C2)O (2-amino-1,3-benzothiazol-6-ol), BrCC1=CC(=NC(=C1)Cl)Cl (4-(bromomethyl)-2,6-dichloropyridine). The product is ClC1=NC(=CC(=C1)C(C)OC1=CC=CC2=C1N=C(S2)N)Cl ([1-(2,6-dichloropyridin-4-yl)ethoxy]-1,3-benzothiazol-2-amine). Reaction SMILES: [Cl:1][C:2]1[CH:7]=[C:6]([CH:8]([O:10][C:11]2[CH:20]=[CH:19][C:14]3[N:15]=[C:16]([NH2:18])[S:17][C:13]=3[CH:12]=2)[CH3:9])[CH:5]=[C:4]([Cl:21])[N:3]=1.NC1SC2C=C(O)C=CC=2N=1.BrCC1C=C(Cl)N=C(Cl)C=1>>[Cl:1][C:2]1[CH:7]=[C:6]([CH:8]([O:10][C:11]2[C:12]3[N:15]=[C:16]([NH2:18])[S:17][C:13]=3[CH:14]=[CH:19][CH:20]=2)[CH3:9])[CH:5]=[C:4]([Cl:21])[N:3]=1. Procedure details: 6-[1-(2,6-Dichloropyridin-4-yl)ethoxy]-1,3-benzothiazol-2-amine can be prepared as in Example 8 but from 0.50 g of 2-amino-1,3-benzothiazol-6-ol and 0.723 g of 4-(bromomethyl)-2,6-dichloropyridine. After purification of the residue by silica-column flash chromatography [eluent: dichloromethane/methanol (95/5 by volume)], we obtain 306 mg of -[1-(2,6-dichloropyridin-4-yl)ethoxy]-1,3-benzothiazol-2-amine in the form of a beige solid, which has the following characteristics: The reactants are CSC=1C=C(C=CC1)N1OC(N(C1=O)CO)=O (2-(3-Methylthiophenyl)-4-hydroxymethyl-1,2,4-oxadiazolidin-3,5-dione), S(=O)(Cl)Cl (thionyl chloride). The solvent is C(Cl)(Cl)Cl (chloroform), C1(=CC=CC=C1)C (toluene), C(Cl)(Cl)Cl (chloroform), C1(=CC=CC=C1)C (toluene). Product: CSC=1C=C(C=CC1)N1OC(N(C1=O)CCl)=O (2-(3-methylthiophenyl)-4-chloromethyl-1,2,4-oxadiazolidin-3,5-dione). As a reaction SMILES: [CH3:1][S:2][C:3]1[CH:4]=[C:5]([N:9]2[C:13](=[O:14])[N:12]([CH2:15]O)[C:11](=[O:17])[O:10]2)[CH:6]=[CH:7][CH:8]=1.S(Cl)([Cl:20])=O>C(Cl)(Cl)Cl.C1(C)C=CC=CC=1>[CH3:1][S:2][C:3]1[CH:4]=[C:5]([N:9]2[C:13](=[O:14])[N:12]([CH2:15][Cl:20])[C:11](=[O:17])[O:10]2)[CH:6]=[CH:7][CH:8]=1. Procedure: 2-(3-Methylthiophenyl)-4-hydroxymethyl-1,2,4-oxadiazolidin-3,5-dione (0.03 mole) dissolved in chloroform (40 ml) and thionyl chloride (0.06 mole) dissolved in chloroform (10 ml) are charged into a glass reaction vessel equipped with a mechanical stirrer, thermometer and reflux condenser. The reaction mixture is heated at reflux for a period of about 2 hours. After this time the reaction mixture is stripped of solvent under reduced pressure, leaving a residue. This residue is dissolved in toluene...